From a dataset of the Open Reaction Database (ORD), a public repository of structured organic reaction records. describe an organic reaction: reactants, conditions, products, and yield Product: CN1C2CCC1CC(CN)C2. RXN SMILES: [CH3:13][OH:14].[CH3:1][N:2]1[CH:3]2[CH2:4][CH:5]([C:10]#[N:11])[CH2:6][CH:7]1[CH2:8][CH2:9]2.[NH3:12]>>[CH3:1][N:2]1[CH:3]2[CH2:4][CH:5]([CH2:10][NH2:11])[CH2:6][CH:7]1[CH2:8][CH2:9]2. Reactants: CO, CN1C2CCC1CC(C#N)C2, N. Procedure: A solution containing 30 g. of (p-fluorobenzoyl)acetonitrile, 36.4 g. of trimethylorthopropionate and 57 g. of acetic anhydride is heated in an oil bath at 130° for 3 hours. The ethanol and excess acetic anhydride is distilled off and the residue is diluted with chloroform. The chloroform solution is passed quickly through Magnesol® and concentrated, then cooled to produce the title product. RXN SMILES: [F:1][C:2]1[CH:12]=[CH:11][C:5]([C:6]([CH2:8][C:9]#[N:10])=[O:7])=[CH:4][CH:3]=1.[CH3:13][O:14][C:15](OC)(OC)[CH2:16][CH3:17].C(OC(=O)C)(=O)C>>[F:1][C:2]1[CH:3]=[CH:4][C:5]([C:6]([C:8](=[C:15]([O:14][CH3:13])[CH2:16][CH3:17])[C:9]#[N:10])=[O:7])=[CH:11][CH:12]=1. Starting materials: FC1=CC=C(C(=O)CC#N)C=C1 ((p-fluorobenzoyl)acetonitrile), COC(CC)(OC)OC (trimethylorthopropionate), C(C)(=O)OC(C)=O (acetic anhydride). Yields the product FC1=CC=C(C(=O)C(C#N)=C(CC)OC)C=C1 (2-(p-Fluorobenzoyl)-3-methoxy-2-pentenonitrile). The reactants are CC1OC1CCBr, O=c1c2ccc(Cl)cc2nc2[nH]c3ccccc3n12. The product is CC1OC1CCn1c2ccccc2n2c(=O)c3ccc(Cl)cc3nc12. As a reaction SMILES: [Br:20][CH2:21][CH2:22][CH:23]1[CH:24]([CH3:25])[O:26]1.[Cl:1][c:2]1[cH:3][cH:4][c:5]2[c:6](=[O:19])[n:7]3[c:8]([n:9][c:10]2[cH:11]1)[nH:12][c:13]1[c:14]3[cH:15][cH:16][cH:17][cH:18]1>>[Cl:1][c:2]1[cH:3][cH:4][c:5]2[c:6](=[O:19])[n:7]3[c:8]([n:9][c:10]2[cH:11]1)[n:12]([CH2:21][CH2:22][CH:23]1[CH:24]([CH3:25])[O:26]1)[c:13]1[c:14]3[cH:15][cH:16][cH:17][cH:18]1. Reactants: C(C1=CC=CC=C1)OC1=C(C(=CC(=C1)C(C)(C)C)N)C (2-methyl-3-amino-5-tert.-butylphenyl benzyl ether), C(C)(=O)OC(C)=O (acetic anhydride). The solvent is C1(=CC=CC=C1)C (toluene). The product is C(C1=CC=CC=C1)OC1=C(C(=CC(=C1)C(C)(C)C)NC(C)=O)C (2-Methyl-3-acetamido-5-tert.-butylphenyl benzyl ether). As a reaction SMILES: [CH2:1]([O:8][C:9]1[CH:14]=[C:13]([C:15]([CH3:18])([CH3:17])[CH3:16])[CH:12]=[C:11]([NH2:19])[C:10]=1[CH3:20])[C:2]1[CH:7]=[CH:6][CH:5]=[CH:4][CH:3]=1.[C:21](OC(=O)C)(=[O:23])[CH3:22]>C1(C)C=CC=CC=1>[CH2:1]([O:8][C:9]1[CH:14]=[C:13]([C:15]([CH3:16])([CH3:17])[CH3:18])[CH:12]=[C:11]([NH:19][C:21](=[O:23])[CH3:22])[C:10]=1[CH3:20])[C:2]1[CH:3]=[CH:4][CH:5]=[CH:6][CH:7]=1. Reported procedure: This is obtained, by acetylating 2-methyl-3-amino-5-tert.-butylphenyl benzyl ether with acetic anhydride in toluene, in the form of colorless crystals; m.p. 170°-172° C. Reactants: C1(=CC=CC=C1)C1C2(CC2CN1S(=O)(=O)C1=CC=C(C=C1)C)C(=O)O (racemic 2-phenyl-3-(toluene-4-sulfonyl)-3-aza-bicyclo[3.1.0]hexane-1-carboxylic acid), C1(=CC=CC=C1)C1C2(CC2CN1S(=O)(=O)C1=CC=C(C=C1)C)C(=O)O (racemic 2-phenyl-3-(toluene-4-sulfonyl)-3-aza-bicyclo[3.1.0]hexane-1-carboxylic acid), S(=O)(Cl)Cl (thionyl chloride). Reagents/catalysts: CN(C)C=O (DMF). Solvent: C1(=CC=CC=C1)C (toluene). Yields the product C1(=CC=CC=C1)C1C2(CC2CN1S(=O)(=O)C1=CC=C(C=C1)C)C(=O)Cl (2-phenyl-3-(toluene-4-sulfonyl)-3-aza-bicyclo[3.1.0]hexane-1-carbonyl chloride). Isolated yield 101.4%. Reaction SMILES: [C:1]1([CH:7]2[N:12]([S:13]([C:16]3[CH:21]=[CH:20][C:19]([CH3:22])=[CH:18][CH:17]=3)(=[O:15])=[O:14])[CH2:11][CH:10]3[C:8]2([C:23]([OH:25])=O)[CH2:9]3)[CH:6]=[CH:5][CH:4]=[CH:3][CH:2]=1.S(Cl)([Cl:28])=O>CN(C=O)C.C1(C)C=CC=CC=1>[C:1]1([CH:7]2[N:12]([S:13]([C:16]3[CH:21]=[CH:20][C:19]([CH3:22])=[CH:18][CH:17]=3)(=[O:15])=[O:14])[CH2:11][CH:10]3[C:8]2([C:23]([Cl:28])=[O:25])[CH2:9]3)[CH:6]=[CH:5][CH:4]=[CH:3][CH:2]=1. Reported procedure: To a stirring solution of racemic 2-phenyl-3-(toluene-4-sulfonyl)-3-aza-bicyclo[3.1.0]hexane-1-carboxylic acid (1.5 g, 4.2 mmol) (Intermediate 2) and one drop DMF in 10 mL of toluene at 0° C. was added thionyl chloride (8.6 mL, 11.8 mmol). The reaction was allowed to warm to room temperature and then heated to 73° C. for 2.5 hours. The solvent and excess thionyl chloride were evaporated at reduced pressure to leave 2-phenyl-3-(toluene-4-sulfonyl)-3-aza-bicyclo[3.1.0]hexane-1-carbonyl chloride (1... Starting materials: CCCc1c(C(=O)C(C)C)c2ccc(NC(=O)OC(C)(C)C)cc2n1Cc1ccccc1Cl, CCOC(C)=O, Cl, [Na+], [OH-]. Yields the product CCCc1c(C(=O)C(C)C)c2ccc(N)cc2n1Cc1ccccc1Cl. As a reaction SMILES: [C:1]([O:2][C:3](=[O:4])[NH:8][c:9]1[cH:10][cH:11][c:12]2[c:13]([C:29]([CH:30]([CH3:31])[CH3:32])=[O:33])[c:14]([CH2:26][CH2:27][CH3:28])[n:15]([CH2:18][c:19]3[c:20]([Cl:25])[cH:21][cH:22][cH:23][cH:24]3)[c:16]2[cH:17]1)([CH3:5])([CH3:6])[CH3:7].[CH3:35][CH2:36][O:37][C:38](=[O:39])[CH3:40].[ClH:34].[Na+:42].[OH-:41]>>[NH2:8][c:9]1[cH:10][cH:11][c:12]2[c:13]([C:29]([CH:30]([CH3:31])[CH3:32])=[O:33])[c:14]([CH2:26][CH2:27][CH3:28])[n:15]([CH2:18][c:19]3[c:20]([Cl:25])[cH:21][cH:22][cH:23][cH:24]3)[c:16]2[cH:17]1. Reactants: [Al+3].[Cl-].[Cl-].[Cl-] (AlCl3), ClC1=CC=C(C=C1)Cl (1,4-dichlorobenzene), C1(=CC(=CC=C1)C(=O)Cl)C (3-Toluoyl Chloride), C1(=CC(=CC=C1)C(=O)Cl)C (3-toluoyl chloride), [Cl-].[Al+3].[Cl-].[Cl-] (aluminum chloride), C1=CC(=CC=C1Cl)Cl (Dichlorobenzene). Product: ClC1=C(C(=O)C2=CC(=CC=C2)C)C=C(C=C1)Cl (2,5-dichloro-3'-methyl-benzophenone), crude product. The yield is 53.0%. As a reaction SMILES: [C:1]1([CH3:10])[CH:6]=[CH:5][CH:4]=[C:3]([C:7](Cl)=[O:8])[CH:2]=1.[Cl-].[Al+3].[Cl-].[Cl-].[Cl:15][C:16]1[CH:21]=[CH:20][C:19]([Cl:22])=[CH:18][CH:17]=1>>[Cl:15][C:16]1[CH:21]=[CH:20][C:19]([Cl:22])=[CH:18][C:17]=1[C:7]([C:3]1[CH:4]=[CH:5][CH:6]=[C:1]([CH3:10])[CH:2]=1)=[O:8] |f:1.2.3.4|. Reported procedure: The procedure of Example 2 was followed, using 22 ml (0.17 mol) of 3-toluoyl chloride and 60 g (0.45 mol) of aluminum chloride in 120 g (0.82 mol) of 1,4-dichlorobenzene. (The molar ratio of reactants was 2.6:4.8:1.0 (AlCl3 :Dichlorobenzene:3-Toluoyl Chloride)). Pure 2,5-dichloro-3'-methyl-benzophenone was isolated in 53% yield after the crude product was recrystallized twice from hexane.